Dataset: the Open Reaction Database (ORD), a public repository of structured organic reaction records. Task: describe an organic reaction: reactants, conditions, products, and yield The reactants are CC1(OC(NC2=C1C=C(C=C2)B(O)O)=O)C ((1,4-dihydro-4,4-dimethyl-2-oxo-2H-3,1-benzoxazin-6-yl)boronic acid), BrC1=CC(=CC(=C1)F)Br (1,3-dibromo-5-fluorobenzene). Product: BrC=1C=C(C=C(C1)F)C1=CC2=C(NC(OC2(C)C)=O)C=C1 (6-(3-Bromo-5-fluorophenyl)-4,4-dimethyl-1,4-dihydrobenzo[d][1,3]oxazin-2-one). As a reaction SMILES: [CH3:1][C:2]1([CH3:16])[C:7]2[CH:8]=[C:9](B(O)O)[CH:10]=[CH:11][C:6]=2[NH:5][C:4](=[O:15])[O:3]1.[Br:17][C:18]1[CH:23]=[C:22]([F:24])[CH:21]=[C:20](Br)[CH:19]=1>>[Br:17][C:18]1[CH:19]=[C:20]([C:9]2[CH:10]=[CH:11][C:6]3[NH:5][C:4](=[O:15])[O:3][C:2]([CH3:16])([CH3:1])[C:7]=3[CH:8]=2)[CH:21]=[C:22]([F:24])[CH:23]=1. Procedure: Prepared from (1,4-dihydro-4,4-dimethyl-2-oxo-2H-3,1-benzoxazin-6-yl)boronic acid and 1,3-dibromo-5-fluorobenzene following Procedure B. White solid: mp 182-183° C.; 1H-NMR (DMSO-d6) δ 10.36 (s, 1H, D2O exchangeable), 7.78 (s, 1H), 7.58-7.65 (m, 3H), 7.49 (dd, 1H, J=8.3, 1.8 Hz), 6.96 (d, 1H, J=8.5 Hz), 1.69 (s, 6H); 19F-NMR (DMSO-d6) δ −112.46 (m, 1F); MS (EI) m/z 352 ([M+H]+, 78%), 350 ([M+H]+, 75%). Anal. Calc. For C16H13BrFNO2: C, 54.88; H, 3.74, N, 4.00. Found: C, 54.83; H, 3.82; N, 3.95. The reactants are O=c1[nH]c(=O)c2c(ncn2Cc2ccccc2)[nH]1, CCOC(C)=O, CCCCCI, [Na+], [Na+], O=C([O-])[O-], CN(C)C=O, O. Product: CCCCCn1c(=O)[nH]c(=O)c2c1ncn2Cc1ccccc1. Reaction SMILES: [CH2:1]([c:2]1[cH:3][cH:4][cH:5][cH:6][cH:7]1)[n:8]1[cH:9][n:10][c:11]2[nH:12][c:13](=[O:18])[nH:14][c:15](=[O:17])[c:16]12.[CH3:37][CH2:38][O:39][C:40]([CH3:41])=[O:42].[I:25][CH2:26][CH2:27][CH2:28][CH2:29][CH3:30].[Na+:19].[Na+:20].[O-:21][C:22](=[O:23])[O-:24].[O:31]=[CH:32][N:33]([CH3:34])[CH3:35].[OH2:36]>>[CH2:1]([c:2]1[cH:3][cH:4][cH:5][cH:6][cH:7]1)[n:8]1[cH:9][n:10][c:11]2[n:12]([CH2:26][CH2:27][CH2:28][CH2:29][CH3:30])[c:13](=[O:18])[nH:14][c:15](=[O:17])[c:16]12. Starting materials: CNC(=O)c1cccc(S(=O)(=O)n2cc(CN(C)C(=O)OC(C)(C)C)cc2-c2ccccc2)c1, CN(C)C=O, [H-], CI, [Na+], C1CCOC1, O. Yields the product CN(C)C(=O)c1cccc(S(=O)(=O)n2cc(CN(C)C(=O)OC(C)(C)C)cc2-c2ccccc2)c1. RXN SMILES: [CH3:3][N:4]([C:5]([O:6][C:7]([CH3:8])([CH3:9])[CH3:10])=[O:11])[CH2:12][c:13]1[cH:14][n:15]([S:24](=[O:25])(=[O:26])[c:27]2[cH:28][c:29]([C:33](=[O:34])[NH:35][CH3:36])[cH:30][cH:31][cH:32]2)[c:16](-[c:18]2[cH:19][cH:20][cH:21][cH:22][cH:23]2)[cH:17]1.[CH3:45][N:46]([CH3:47])[CH:48]=[O:49].[H-:1].[I:37][CH3:38].[Na+:2].[O:40]1[CH2:41][CH2:42][CH2:43][CH2:44]1.[OH2:39]>>[CH3:3][N:4]([C:5]([O:6][C:7]([CH3:8])([CH3:9])[CH3:10])=[O:11])[CH2:12][c:13]1[cH:14][n:15]([S:24](=[O:25])(=[O:26])[c:27]2[cH:28][c:29]([C:33](=[O:34])[N:35]([CH3:36])[CH3:38])[cH:30][cH:31][cH:32]2)[c:16](-[c:18]2[cH:19][cH:20][cH:21][cH:22][cH:23]2)[cH:17]1. Reactants: Br, O=C([O-])[O-], CC(=O)OC(C)=O, CC(=O)O, [K+], [K+], CC(=O)OCC1OC(O)(c2ccc(C#N)c(COc3ccccc3)c2)C(OC(C)=O)C(OC(C)=O)C1OC(C)=O. Yields the product CC(=O)OCC1OC(O)(c2ccc(C#N)c(CBr)c2)C(OC(C)=O)C(OC(C)=O)C1OC(C)=O. Reaction SMILES: [BrH:1].[C:49](=[O:50])([O-:51])[O-:52].[CH3:42][C:43]([O:44][C:45](=[O:46])[CH3:47])=[O:48].[CH3:55][C:56](=[O:57])[OH:58].[K+:53].[K+:54].[c:2]1([O:3][CH2:9][c:10]2[c:11]([C:12]#[N:13])[cH:14][cH:15][c:16]([C:18]3([OH:19])[CH:20]([O:21][C:22]([CH3:23])=[O:24])[CH:25]([O:26][C:27]([CH3:28])=[O:29])[CH:30]([O:31][C:32]([CH3:33])=[O:34])[CH:35]([CH2:37][O:38][C:39]([CH3:40])=[O:41])[O:36]3)[cH:17]2)[cH:4][cH:5][cH:6][cH:7][cH:8]1>>[Br:1][CH2:9][c:10]1[c:11]([C:12]#[N:13])[cH:14][cH:15][c:16]([C:18]2([OH:19])[CH:20]([O:21][C:22]([CH3:23])=[O:24])[CH:25]([O:26][C:27]([CH3:28])=[O:29])[CH:30]([O:31][C:32]([CH3:33])=[O:34])[CH:35]([CH2:37][O:38][C:39]([CH3:40])=[O:41])[O:36]2)[cH:17]1. Reactants: ClC=1C=CC(=C(C1)C1=CC(N(C=C1OC)C(C(=O)NC1=CC=C2C(N(N(C2=C1)C(=O)OC(C)(C)C)C)=O)CCOC)=O)C#N (tert-butyl 6-({2-[4-(5-chloro-2-cyanophenyl)-5-methoxy-2-oxopyridin-1(2H)-yl]-4-methoxybutanoyl}amino)-2-methyl-3-oxo-2,3-dihydro-1H-indazole-1-carboxylate), C(=O)(C(F)(F)F)O (TFA). Yields the product ClC=1C=CC(=C(C1)C1=CC(N(C=C1OC)C(C(=O)NC1=CC=C2C(N(NC2=C1)C)=O)CCOC)=O)C#N (2-[4-(5-Chloro-2-cyanophenyl)-5-methoxy-2-oxopyridin-1(2H)-yl]-4-methoxy-N-(2-methyl-3-oxo-2,3-dihydro-1H-indazol-6-yl)butanamide). As a reaction SMILES: [Cl:1][C:2]1[CH:3]=[CH:4][C:5]([C:43]#[N:44])=[C:6]([C:8]2[C:13]([O:14][CH3:15])=[CH:12][N:11]([CH:16]([CH2:38][CH2:39][O:40][CH3:41])[C:17]([NH:19][C:20]3[CH:28]=[C:27]4[C:23]([C:24](=[O:37])[N:25]([CH3:36])[N:26]4C(OC(C)(C)C)=O)=[CH:22][CH:21]=3)=[O:18])[C:10](=[O:42])[CH:9]=2)[CH:7]=1.C(O)(C(F)(F)F)=O>>[Cl:1][C:2]1[CH:3]=[CH:4][C:5]([C:43]#[N:44])=[C:6]([C:8]2[C:13]([O:14][CH3:15])=[CH:12][N:11]([CH:16]([CH2:38][CH2:39][O:40][CH3:41])[C:17]([NH:19][C:20]3[CH:28]=[C:27]4[C:23]([C:24](=[O:37])[N:25]([CH3:36])[NH:26]4)=[CH:22][CH:21]=3)=[O:18])[C:10](=[O:42])[CH:9]=2)[CH:7]=1. Procedure details: 225 mg (362 μmol) of tert-butyl 6-({2-[4-(5-chloro-2-cyanophenyl)-5-methoxy-2-oxopyridin-1(2H)-yl]-4-methoxybutanoyl}amino)-2-methyl-3-oxo-2,3-dihydro-1H-indazole-1-carboxylate (racemate) were hydrolysed with TFA according to General Method 2. Yield: 205 mg (purity 92%, 100% of theory) Starting materials: C#CCCCCCCC (1-Nonyne), [Si](C)(C)(C)N=[N+]=[N-] (Me3SiN3). Run in CCOCC (Et2O). Reaction conditions: temperature 150 celsius. Yields the product C(CCCCCC)C=1N=NNC1 (4-n-heptyl-1,2,3-triazole). RXN SMILES: [CH:1]#[C:2][CH2:3][CH2:4][CH2:5][CH2:6][CH2:7][CH2:8][CH3:9].[Si]([N:14]=[N+:15]=[N-:16])(C)(C)C>CCOCC>[CH2:7]([C:8]1[N:14]=[N:15][NH:16][CH:9]=1)[CH2:6][CH2:5][CH2:4][CH2:3][CH2:2][CH3:1]. Procedure: ##STR8## 1-Nonyne (5.0 g) and Me3SiN3 (6.2 g) were sealed into a heavy-walled glass reactor at -70° C. and 0.6 mm Hg. The mixture was heated at 150° C. for 34 hours, cooled and dissolved in Et2O. The Et2O solution was washed successively with 5 percent aq. HCl, 7 percent aq. NaHCO3, saturated aq. NaCl, dried over MgSO4, filtered and distilled to give 3.89 g (58%) pale yellow oil, bp 110-130/0.05 mm whose NMR spectrum and elemental analysis confirm its structure.